This data is from the Open Reaction Database (ORD), a public repository of structured organic reaction records. The task is: describe an organic reaction: reactants, conditions, products, and yield Reactants: COc1cc(C(=O)OCc2ccccc2)c([N+](=O)[O-])cc1OCc1ccccc1, CC#N, [Na+], [Na+], O, O=S([O-])S(=O)[O-]. Yields the product COc1cc(C(=O)OCc2ccccc2)c(N)cc1OCc1ccccc1. As a reaction SMILES: [CH2:1]([c:2]1[cH:3][cH:4][cH:5][cH:6][cH:7]1)[O:8][c:9]1[cH:10][c:11]([N+:27]([O-:28])=[O:29])[c:12]([C:13](=[O:14])[O:15][CH2:16][c:17]2[cH:18][cH:19][cH:20][cH:21][cH:22]2)[cH:23][c:24]1[O:25][CH3:26].[CH3:30][C:31]#[N:32].[Na+:39].[Na+:40].[OH2:41].[S:33]([S:34]([O-:35])=[O:36])([O-:37])=[O:38]>>[CH2:1]([c:2]1[cH:3][cH:4][cH:5][cH:6][cH:7]1)[O:8][c:9]1[cH:10][c:11]([NH2:27])[c:12]([C:13](=[O:14])[O:15][CH2:16][c:17]2[cH:18][cH:19][cH:20][cH:21][cH:22]2)[cH:23][c:24]1[O:25][CH3:26]. Reactants: O=C([O-])[O-], CN(C)C=O, BrCC1CCCCC1, [K+], [K+], Nc1nc(S)nc2c1nc(O)n2Cc1ccccc1. Product: Nc1nc(SCC2CCCCC2)nc2c1nc(O)n2Cc1ccccc1. As a reaction SMILES: [C:20](=[O:21])([O-:22])[O-:23].[CH3:34][N:35]([CH3:36])[CH:37]=[O:38].[CH:26]1([CH2:32][Br:33])[CH2:27][CH2:28][CH2:29][CH2:30][CH2:31]1.[K+:24].[K+:25].[NH2:1][c:2]1[c:3]2[n:4][c:5]([OH:19])[n:6]([CH2:12][c:13]3[cH:14][cH:15][cH:16][cH:17][cH:18]3)[c:7]2[n:8][c:9]([SH:11])[n:10]1>>[NH2:1][c:2]1[c:3]2[n:4][c:5]([OH:19])[n:6]([CH2:12][c:13]3[cH:14][cH:15][cH:16][cH:17][cH:18]3)[c:7]2[n:8][c:9]([S:11][CH2:32][CH:26]2[CH2:27][CH2:28][CH2:29][CH2:30][CH2:31]2)[n:10]1. Reactants: CCCCCCCCCCCCCCC1COC2(CC(c3ccccc3)NC(c3ccccc3)C2)O1, CC1(C)OO1, CCO. Product: CCCCCCCCCCCCCCC1COC2(CC(c3ccccc3)N(O)C(c3ccccc3)C2)O1. RXN SMILES: [CH2:1]1[CH:2]([CH2:3][CH2:4][CH2:5][CH2:6][CH2:7][CH2:8][CH2:9][CH2:10][CH2:11][CH2:12][CH2:13][CH2:14][CH2:15][CH3:16])[O:17][C:18]2([CH2:19][CH:20]([c:30]3[cH:31][cH:32][cH:33][cH:34][cH:35]3)[NH:21][CH:22]([c:24]3[cH:25][cH:26][cH:27][cH:28][cH:29]3)[CH2:23]2)[O:36]1.[CH3:37][C:38]1([CH3:40])[O:39][O:41]1.[CH3:42][CH2:43][OH:44]>>[CH2:1]1[CH:2]([CH2:3][CH2:4][CH2:5][CH2:6][CH2:7][CH2:8][CH2:9][CH2:10][CH2:11][CH2:12][CH2:13][CH2:14][CH2:15][CH3:16])[O:17][C:18]2([CH2:19][CH:20]([c:30]3[cH:31][cH:32][cH:33][cH:34][cH:35]3)[N:21]([OH:39])[CH:22]([c:24]3[cH:25][cH:26][cH:27][cH:28][cH:29]3)[CH2:23]2)[O:36]1. The reactants are Cl.C(C)N(CCCCOC(C1=CC(=C(C=C1)OCC1=CC=CC=C1)OCC1=CC=CC=C1)=O)C1CC2=CC=C(C=C2CC1)OC (N-ethyl-N-{4-[3,4-bis(benzyloxy)benzoyloxy]-butyl}-6-methoxy-1,2,3,4-tetrahydro-2-naphthylamine hydrochloride), O (water). The reagents and catalysts are [Pd] (palladium on carbon). The solvent is C(C)O (ethanol). Product: Cl.C(C)N(CCCCOC(C1=CC(=C(C=C1)O)O)=O)C1CC2=CC=C(C=C2CC1)OC (N-ethyl-N-[4-(3,4-dihydroxybenzoyloxy)butyl]-6-methoxy-1,2,3,4-tetrahydro-2-naphthylamine hydrochloride). The yield is 84.0%. Reaction SMILES: [ClH:1].[CH2:2]([N:4]([CH:34]1[CH2:43][CH2:42][C:41]2[C:36](=[CH:37][CH:38]=[C:39]([O:44][CH3:45])[CH:40]=2)[CH2:35]1)[CH2:5][CH2:6][CH2:7][CH2:8][O:9][C:10](=[O:33])[C:11]1[CH:16]=[CH:15][C:14]([O:17]CC2C=CC=CC=2)=[C:13]([O:25]CC2C=CC=CC=2)[CH:12]=1)[CH3:3].O>[Pd].C(O)C>[ClH:1].[CH2:2]([N:4]([CH:34]1[CH2:43][CH2:42][C:41]2[C:36](=[CH:37][CH:38]=[C:39]([O:44][CH3:45])[CH:40]=2)[CH2:35]1)[CH2:5][CH2:6][CH2:7][CH2:8][O:9][C:10](=[O:33])[C:11]1[CH:16]=[CH:15][C:14]([OH:17])=[C:13]([OH:25])[CH:12]=1)[CH3:3] |f:0.1,5.6|. Procedure: 2.5 g of N-ethyl-N-{4-[3,4-bis(benzyloxy)benzoyloxy]-butyl}-6-methoxy-1,2,3,4-tetrahydro-2-naphthylamine hydrochloride, 70 ml of water, 70 ml of ethanol and 0.5 g of a 5% palladium on carbon were mixed and reduced catalytically at a usual temperature under usual pressure. After absorption of the theoretical amount of hydrogen, the palladium on carbon catalyst was removed by filtration. The filtrate was concentrated under reduced pressure to obtain 1.5 g of N-ethyl-N-[4-(3,4-dihydroxybenzoyloxy)b... Starting materials: ClCCl, COC(=O)CBr, CSCCNCCSC, CC#N, CCN(C(C)C)C(C)C. Yields the product COC(=O)CN(CCSC)CCSC. As a reaction SMILES: [CH2:25]([Cl:26])[Cl:27].[CH3:19][O:20][C:21]([CH2:22][Br:23])=[O:24].[CH3:1][S:2][CH2:3][CH2:4][NH:5][CH2:6][CH2:7][S:8][CH3:9].[CH3:28][C:29]#[N:30].[CH:10]([N:11]([CH:12]([CH3:13])[CH3:14])[CH2:15][CH3:16])([CH3:17])[CH3:18]>>[CH3:1][S:2][CH2:3][CH2:4][N:5]([CH2:6][CH2:7][S:8][CH3:9])[CH2:22][C:21]([O:20][CH3:19])=[O:24]. The reactants are CN1C(C2=C(NC3=C1C=CC=C3)N=CC=C2)=O (6,11-dihydro-6-methyl-5H-pyrido[2,3-b][1,5]benzodiazepin-5-one), [H-].[Na+] (sodium hydride), CN(CCCOS(=O)(=O)C1=CC=C(C=C1)C)C (p-toluenesulfonic acid 3-dimethylamino-n-propyl ester). The solvent is C=1(C(=CC=CC1)C)C (xylene). Product: CN(CCCN1C2=C(C(N(C3=C1C=CC=C3)C)=O)C=CC=N2)C (11(3'-dimethylamino-n-propyl)-6,11-dihydro-6-methyl-5H-pyrido[2,3-b][1,5]benzodiazepin-5-one). The yield is 38.7%. As a reaction SMILES: [CH3:1][N:2]1[C:8]2[CH:9]=[CH:10][CH:11]=[CH:12][C:7]=2[NH:6][C:5]2[N:13]=[CH:14][CH:15]=[CH:16][C:4]=2[C:3]1=[O:17].[H-].[Na+].[CH3:20][N:21]([CH3:36])[CH2:22][CH2:23][CH2:24]OS(C1C=CC(C)=CC=1)(=O)=O>C1(C)C(C)=CC=CC=1>[CH3:20][N:21]([CH3:36])[CH2:22][CH2:23][CH2:24][N:6]1[C:7]2[CH:12]=[CH:11][CH:10]=[CH:9][C:8]=2[N:2]([CH3:1])[C:3](=[O:17])[C:4]2[CH:16]=[CH:15][CH:14]=[N:13][C:5]1=2 |f:1.2|. Procedure details: A mixture of 4.5 gm of 6,11-dihydro-6-methyl-5H-pyrido[2,3-b][1,5]benzodiazepin-5-one, 0.83 gm of 55% sodium hydride in mineral oil, and 100 ml of absolute xylene was refluxed for two hours. Thereafter, 7 gm of p-toluenesulfonic acid 3-dimethylamino-n-propyl ester were added, and the resulting mixture was refluxed for 14 hours more. After cooling, the reaction mixture was suction-filtered, and the filtrate was extracted with dilute acetic acid. From the acidic aqueous phase, the base was precipi... Starting materials: CC(C)COC(=O)CN(c1ccc2c(c1)nc(Cc1ccc(C(=N)N)cc1)n2C)S(=O)(=O)c1cccc2cccnc12, CC(C)=O, COC(=O)Cl, Cl, O. Yields the product COC(=O)N=C(N)c1ccc(Cc2nc3cc(N(CC(=O)OCC(C)C)S(=O)(=O)c4cccc5cccnc45)ccc3n2C)cc1. As a reaction SMILES: [CH3:2][CH:3]([CH2:4][O:5][C:6](=[O:7])[CH2:8][N:9]([c:10]1[cH:11][c:12]2[c:13]([n:14]([CH3:27])[c:15]([CH2:17][c:18]3[cH:19][cH:20][c:21]([C:22](=[NH:23])[NH2:24])[cH:25][cH:26]3)[n:16]2)[cH:28][cH:29]1)[S:30](=[O:31])(=[O:32])[c:33]1[cH:34][cH:35][cH:36][c:37]2[cH:38][cH:39][cH:40][n:41][c:42]12)[CH3:43].[CH3:50][C:51]([CH3:52])=[O:53].[Cl:44][C:45](=[O:46])[O:47][CH3:48].[ClH:1].[OH2:49]>>[CH3:2][CH:3]([CH2:4][O:5][C:6](=[O:7])[CH2:8][N:9]([c:10]1[cH:11][c:12]2[c:13]([n:14]([CH3:27])[c:15]([CH2:17][c:18]3[cH:19][cH:20][c:21]([C:22](=[N:23][C:45](=[O:46])[O:47][CH3:48])[NH2:24])[cH:25][cH:26]3)[n:16]2)[cH:28][cH:29]1)[S:30](=[O:31])(=[O:32])[c:33]1[cH:34][cH:35][cH:36][c:37]2[cH:38][cH:39][cH:40][n:41][c:42]12)[CH3:43].